This data is from the Open Reaction Database (ORD), a public repository of structured organic reaction records. The task is: describe an organic reaction: reactants, conditions, products, and yield Starting materials: CO (methanol), C(C(=O)O)(=O)O.C1(=CC=CC=C1)C(N1[C@H]([C@@H](C1)OC1=CC(=CC=C1)C(F)(F)F)C)C1=CC=CC=C1 (trans-1-diphenylmethyl-2-methyl-3-[3-(trifluoromethyl)phenoxy]azetidine oxalate), [OH-].[NH4+] (ammonium hydroxide). The solvent is O (water). Reaction conditions: time 12 hour. The product is C(C(=O)O)(=O)O.C[C@@H]1NC[C@H]1OC1=CC(=CC=C1)C(F)(F)F (trans-2-Methyl-3-[3-(trifluoromethyl)phenoxy]azetidine oxalate). Isolated yield 122.4%. As a reaction SMILES: CO.[C:3]([OH:8])(=[O:7])[C:4]([OH:6])=[O:5].C1(C(C2C=CC=CC=2)[N:16]2[CH2:19][C@@H:18]([O:20][C:21]3[CH:26]=[CH:25][CH:24]=[C:23]([C:27]([F:30])([F:29])[F:28])[CH:22]=3)[C@@H:17]2[CH3:31])C=CC=CC=1.[OH-].[NH4+]>O>[C:3]([OH:8])(=[O:7])[C:4]([OH:6])=[O:5].[CH3:31][C@H:17]1[C@H:18]([O:20][C:21]2[CH:26]=[CH:25][CH:24]=[C:23]([C:27]([F:29])([F:28])[F:30])[CH:22]=2)[CH2:19][NH:16]1 |f:1.2,3.4,6.7|. Procedure details: A methanol-warm water solution of 33 g (0.068 mole) of trans-1-diphenylmethyl-2-methyl-3-[3-(trifluoromethyl)phenoxy]azetidine oxalate was treated with ammonium hydroxide until basic, then extracted with 4×150 ml of methylene chloride. The combined methylene chloride extracts were washed with water, dried over magnesium sulfate, and concentrated in vacuo to a pale yellow oil. This oil was dissolved in 200 ml of 190 ethanol plus 5 ml of triethylamine and hydrogenated on a Parr apparatus with 3.3 ... Reactants: OC1(CCC(CC1)=O)C1=CC=NS1 (4-hydroxy-4-(isothiazol-5-yl)cyclohexanone), N1CC(C1)NC(CNC1=NC=NC2=CC=C(C=C12)C(F)(F)F)=O (N-(azetidin-3-yl)-2-((6-(trifluoromethyl)quinazolin-4-yl)amino)acetamide), BrC1=CC=NS1 (5-bromoisothiazole), O1CCOC12CCC(CC2)=O (1,4-dioxaspiro[4.5]decan-8-one), [BH-](OC(=O)C)(OC(=O)C)OC(=O)C.[Na+] (NaBH(OAc)3). The product is OC1(CCC(CC1)N1CC(C1)NC(CNC1=NC=NC2=CC=C(C=C12)C(F)(F)F)=O)C1=CC=NS1 (N-(1-(4-hydroxy-4-(isothiazol-5-yl)cyclohexyl)azetidin-3-yl)-2-((6-(trifluoromethyl)quinazolin-4-yl)amino)acetamide). Reaction SMILES: [OH:1][C:2]1([C:9]2[S:13][N:12]=[CH:11][CH:10]=2)[CH2:7][CH2:6][C:5](=O)[CH2:4][CH2:3]1.BrC1SN=CC=1.O1C2(CCC(=O)CC2)OCC1.[NH:31]1[CH2:34][CH:33]([NH:35][C:36](=[O:53])[CH2:37][NH:38][C:39]2[C:48]3[C:43](=[CH:44][CH:45]=[C:46]([C:49]([F:52])([F:51])[F:50])[CH:47]=3)[N:42]=[CH:41][N:40]=2)[CH2:32]1.[BH-](OC(C)=O)(OC(C)=O)OC(C)=O.[Na+]>>[OH:1][C:2]1([C:9]2[S:13][N:12]=[CH:11][CH:10]=2)[CH2:7][CH2:6][CH:5]([N:31]2[CH2:32][CH:33]([NH:35][C:36](=[O:53])[CH2:37][NH:38][C:39]3[C:48]4[C:43](=[CH:44][CH:45]=[C:46]([C:49]([F:50])([F:52])[F:51])[CH:47]=4)[N:42]=[CH:41][N:40]=3)[CH2:34]2)[CH2:4][CH2:3]1 |f:4.5|. Reported procedure: Reaction of 4-hydroxy-4-(isothiazol-5-yl)cyclohexanone (prepared by the reaction of 5-bromoisothiazole with 1,4-dioxaspiro[4.5]decan-8-one using the sequence described in Example 24 Step A-B) with N-(azetidin-3-yl)-2-((6-(trifluoromethyl)quinazolin-4-yl)amino)acetamide (as prepared in Example 1 Step G) in the presence of TEA and NaBH(OAc)3 as described in Example 1, Step H afforded the product. Starting materials: Cl.Cl.CN1CCN(CC1)C1C(CCCC1)(O)C(C)C1=CC=C(C=C1)OC1=CC=CC=C1 (2-(4-methylpiperazin-1-yl)-1-(4-phenoxyphenyl)ethylcyclohexanol dihydrochloride), CN1CCN(CC1)C(C(C1=CC=C(C=C1)OC1=CC=CC=C1)C1(CCCCC1)O)=O (1-[2-(4-methylpiperazin-1-yl)-1-(4-phenoxyphenyl)-2-oxoethy]cyclohexanol). Product: Cl.Cl.CN1CCN(CC1)CC(C1=CC=C(C=C1)OC1=CC=CC=C1)C1(CCCCC1)O (1-[2-(4-methylpiperazin-1-yl)-1-(4-phenoxyphenyl)ethyl]cyclohexanol Dihydrochloride). As a reaction SMILES: [ClH:1].Cl.CN1CCN(C2CCCCC2(C(C2C=CC(OC3C=CC=CC=3)=CC=2)C)O)CC1.[CH3:32][N:33]1[CH2:38][CH2:37][N:36]([C:39](=O)[CH:40]([C:54]2([OH:60])[CH2:59][CH2:58][CH2:57][CH2:56][CH2:55]2)[C:41]2[CH:46]=[CH:45][C:44]([O:47][C:48]3[CH:53]=[CH:52][CH:51]=[CH:50][CH:49]=3)=[CH:43][CH:42]=2)[CH2:35][CH2:34]1>>[ClH:1].[ClH:1].[CH3:32][N:33]1[CH2:38][CH2:37][N:36]([CH2:39][CH:40]([C:54]2([OH:60])[CH2:55][CH2:56][CH2:57][CH2:58][CH2:59]2)[C:41]2[CH:42]=[CH:43][C:44]([O:47][C:48]3[CH:49]=[CH:50][CH:51]=[CH:52][CH:53]=3)=[CH:45][CH:46]=2)[CH2:35][CH2:34]1 |f:0.1.2,4.5.6|. Procedure: In an analogous manner to Example 1, step 2 1-[2-(4-methylpiperazin-1-yl)-1-(4-phenoxyphenyl)ethylcyclohexanol dihydrochloride was prepared from 1-[2-(4-methylpiperazin-1-yl)-1-(4-phenoxyphenyl)-2-oxoethy]cyclohexanol. MS(ESI) m/z 395 ([M+H]+). Anal Calcd for C25H34N2O22HCl 0.9H2O: C, 62.08; H, 7.88: N, 5.79. Found: C, 62.26; H, 8.11; N, 5.70. Starting materials: O=C(O)c1cc(Br)c2cccnc2c1O, Nc1ccc(Cl)cc1, O. Yields the product O=C(Nc1ccc(Cl)cc1)c1cc(Br)c2cccnc2c1O. As a reaction SMILES: [Br:1][c:2]1[c:3]2[cH:4][cH:5][cH:6][n:7][c:8]2[c:9]([OH:15])[c:10]([C:12](=[O:13])[OH:14])[cH:11]1.[NH2:16][c:17]1[cH:18][cH:19][c:20]([Cl:21])[cH:22][cH:23]1.[OH2:24]>>[Br:1][c:2]1[c:3]2[cH:4][cH:5][cH:6][n:7][c:8]2[c:9]([OH:15])[c:10]([C:12](=[O:14])[NH:16][c:17]2[cH:18][cH:19][c:20]([Cl:21])[cH:22][cH:23]2)[cH:11]1. Reported procedure: Into 30 ml of pyridine, was dissolved 1.7 g of 4-amidino-2-aminophenol dimethanesulfonate. To the solution, while being cooled in ice and stirred, was added 1.8 g of benzoyl chloride. The mixture was stirred for 30 minutes while cooling in ice and 2 hours at room temperature. The reaction mixture was admixed with about 100 ml of ethyl ether to allow a colorless oily substance to separate out. The solvent was removed by decantation and the residue was dissolved in a small volume of ethanol. Upon ... As a reaction SMILES: N1[CH:6]=[CH:5][CH:4]=[CH:3][CH:2]=1.CS(O)(=O)=O.CS(O)(=O)=O.[C:17]([C:20]1[CH:25]=[CH:24][C:23]([OH:26])=[C:22]([NH2:27])[CH:21]=1)(=[NH:19])[NH2:18].[C:28](Cl)(=[O:35])[C:29]1[CH:34]=[CH:33][CH:32]=[CH:31][CH:30]=1.C([O:39][CH2:40][CH3:41])C>>[C:28]([O:26][C:23]1[CH:24]=[CH:25][C:20]([C:17](=[NH:18])[NH2:19])=[CH:21][C:22]=1[NH:27][C:40](=[O:39])[C:41]1[CH:6]=[CH:5][CH:4]=[CH:3][CH:2]=1)(=[O:35])[C:29]1[CH:34]=[CH:33][CH:32]=[CH:31][CH:30]=1 |f:1.2.3|. Reactants: C(C)OCC (ethyl ether), N1=CC=CC=C1 (pyridine), CS(=O)(=O)O.CS(=O)(=O)O.C(N)(=N)C1=CC(=C(C=C1)O)N (4-amidino-2-aminophenol dimethanesulfonate), C(C1=CC=CC=C1)(=O)Cl (benzoyl chloride). Product: C(C1=CC=CC=C1)(=O)OC1=C(C=C(C=C1)C(N)=N)NC(C1=CC=CC=C1)=O (4-amidino-2-benzoylaminophenyl benzoate). The reactants are CN(C=O)C (N,N-Dimethylformamide), C([O-])([O-])=O.[K+].[K+] (potassium carbonate), CI (methyl iodide), C(C)(C)(C)OC(=O)NC=1C(=CC(=C(C1)N1C=C(C(C2=CC(=C(C(=C12)C)F)F)=O)C(=O)OCC)F)F (ethyl 1-(5-tert-butoxycarbonylamino-2,4-difluorophenyl)-6,7-difluoro-8-methyl-4-oxo-1,4-dihydroquinoline-3-carboxylate). Solvent: O (water), C(C)(=O)OCC (Ethyl acetate). Reaction conditions: temperature 60 celsius, time 8 hour. Yields the product C(C)(C)(C)OC(=O)N(C)C=1C(=CC(=C(C1)N1C=C(C(C2=CC(=C(C(=C12)C)F)F)=O)C(=O)OCC)F)F (Ethyl 1-[5-(N-tert-butoxycarbonyl-N-methylamino)-2,4-difluorophenyl]-6,7-difluoro-8-methyl-4-oxo-1,4-dihydroquinoline-3-carboxylate). As a reaction SMILES: [CH3:1]N(C)C=O.C(=O)([O-])[O-].[K+].[K+].CI.[C:14]([O:18][C:19]([NH:21][C:22]1[C:23]([F:48])=[CH:24][C:25]([F:47])=[C:26]([N:28]2[C:37]3[C:32](=[CH:33][C:34]([F:40])=[C:35]([F:39])[C:36]=3[CH3:38])[C:31](=[O:41])[C:30]([C:42]([O:44][CH2:45][CH3:46])=[O:43])=[CH:29]2)[CH:27]=1)=[O:20])([CH3:17])([CH3:16])[CH3:15]>O.C(OCC)(=O)C>[C:14]([O:18][C:19]([N:21]([C:22]1[C:23]([F:48])=[CH:24][C:25]([F:47])=[C:26]([N:28]2[C:37]3[C:32](=[CH:33][C:34]([F:40])=[C:35]([F:39])[C:36]=3[CH3:38])[C:31](=[O:41])[C:30]([C:42]([O:44][CH2:45][CH3:46])=[O:43])=[CH:29]2)[CH:27]=1)[CH3:1])=[O:20])([CH3:15])([CH3:16])[CH3:17] |f:1.2.3|. Reported procedure: N,N-Dimethylformamide (4 ml), potassium carbonate (0.6 g) and methyl iodide (0.6 g) were added to ethyl 1-(5-tert-butoxycarbonylamino-2,4-difluorophenyl)-6,7-difluoro-8-methyl-4-oxo-1,4-dihydroquinoline-3-carboxylate (1.0 g), and the mixture was stirred overnight at 60° C. Ethyl acetate and water were added to the reaction mixture to collect an organic layer. After the organic layer was dried over anhydrous magnesium sulfate, the solvent was distilled off. Ethanol was added to the residue, and s...